From a dataset of the Open Reaction Database (ORD), a public repository of structured organic reaction records. describe an organic reaction: reactants, conditions, products, and yield Starting materials: C(C1=CC=CC=C1)C1C(=CC(O1)=O)O (5-benzyl-4-hydroxy-5H-furan-2-one), CC(C=O)C (2-methyl-propionaldehyde), N1C=C(C2=CC=CC=C12)CCNC(C)=O (N-[2-(1H-indol-3-yl)-ethyl]-acetamide). Product: C(C1=CC=CC=C1)C1C(=C(C(O1)=O)C(C(C)C)C=1NC2=CC=CC=C2C1CCNC(C)=O)O (N-(2-{2-[1-(5-Benzyl-4-hydroxy-2-oxo-2,5-dihydro-furan-3-yl)-2-methyl-propyl]-1H-indol-3-yl}-ethyl)-acetamide). RXN SMILES: [CH2:1]([CH:8]1[O:12][C:11](=[O:13])[CH:10]=[C:9]1[OH:14])[C:2]1[CH:7]=[CH:6][CH:5]=[CH:4][CH:3]=1.[CH3:15][CH:16]([CH3:19])[CH:17]=O.[NH:20]1[C:28]2[C:23](=[CH:24][CH:25]=[CH:26][CH:27]=2)[C:22]([CH2:29][CH2:30][NH:31][C:32](=[O:34])[CH3:33])=[CH:21]1>>[CH2:1]([CH:8]1[O:12][C:11](=[O:13])[C:10]([CH:17]([C:21]2[NH:20][C:28]3[C:23]([C:22]=2[CH2:29][CH2:30][NH:31][C:32](=[O:34])[CH3:33])=[CH:24][CH:25]=[CH:26][CH:27]=3)[CH:16]([CH3:19])[CH3:15])=[C:9]1[OH:14])[C:2]1[CH:3]=[CH:4][CH:5]=[CH:6][CH:7]=1. Reported procedure: Using general procedure C, 5-benzyl-4-hydroxy-5H-furan-2-one (Lit. 13) was reacted with 2-methyl-propionaldehyde and N-[2-(1H-indol-3-yl)-ethyl]-acetamide) to give the title compound as a yellow solid. MS: 445.1 ([M−H]−).